Dataset: the Open Reaction Database (ORD), a public repository of structured organic reaction records. Task: describe an organic reaction: reactants, conditions, products, and yield The reactants are Oc1ccc(Br)nc1, [H-], CI, [Na+], CN(C)C=O, O. The product is COc1ccc(Br)nc1. Reaction SMILES: [Br:1][c:2]1[n:3][cH:4][c:5]([OH:8])[cH:6][cH:7]1.[H-:10].[I:11][CH3:12].[Na+:9].[O:14]=[CH:15][N:16]([CH3:17])[CH3:18].[OH2:13]>>[Br:1][c:2]1[n:3][cH:4][c:5]([O:8][CH3:12])[cH:6][cH:7]1. Reactants: C1(=CC=CC=C1)C (toluene), COC=1C=C(C=CC1)O (3-methoxyphenol), COC1=CC=C(C(CBr)=O)C=C1 (4-methoxyphenacyl bromide), C([O-])([O-])=O.[K+].[K+] (potassium carbonate). Run in CC(CC)=O (2-butanone), C(C)(=O)OCC (ethyl acetate). Reaction conditions: temperature 80 celsius. Yields the product COC=1C=C(OCC(=O)C2=CC=C(C=C2)OC)C=CC1 (2-(3-methoxyphenoxy)-1-(4-methoxyphenyl)ethanone). Reaction SMILES: [CH3:1][O:2][C:3]1[CH:4]=[C:5]([OH:9])[CH:6]=[CH:7][CH:8]=1.[CH3:10][O:11][C:12]1[CH:21]=[CH:20][C:15]([C:16](=[O:19])[CH2:17]Br)=[CH:14][CH:13]=1.C(=O)([O-])[O-].[K+].[K+].C1(C)C=CC=CC=1>CC(=O)CC.C(OCC)(=O)C>[CH3:1][O:2][C:3]1[CH:4]=[C:5]([CH:6]=[CH:7][CH:8]=1)[O:9][CH2:17][C:16]([C:15]1[CH:20]=[CH:21][C:12]([O:11][CH3:10])=[CH:13][CH:14]=1)=[O:19] |f:2.3.4|. Procedure details: In a one liter round-bottom flask, fitted with a condenser and nitrogen inlet, were added 3-methoxyphenol (12.4 g, 0.1 mole), 4-methoxyphenacyl bromide (22.9 g, 0.1 mole), potassium carbonate (17.3 g, 0.125 mole) in 100 ml of 2-butanone. This mixture was heated to 80° C. and was maintained at this temperature for about four hours. The progress of the reaction was monitored by thin layer chromatography (silica gel, 9:1 toluene:ethyl acetate). Reactants: C(C)OC(COC1=CC=C(C=C1)[C@H]1C[C@H](CC1)N[C@H](C)C1=CC=CC2=CC=CC=C12)=O ({4-[(1R,3S)-3-((R)-1-naphthalen-1-yl-ethylamino)-cyclopentyl]-phenoxy}-acetic acid ethyl ester), CO (methanol), [Li+].[OH-] (LiOH). Run in O (water). Run at time 10 minute. Product: C1(=CC=CC2=CC=CC=C12)[C@@H](C)N[C@@H]1C[C@@H](CC1)C1=CC=C(OCC(=O)O)C=C1 ({4-[(1R,3S)-3-((R)-1-naphthalen-1-yl-ethylamino)-cyclopentyl]phenoxy}-acetic acid). As a reaction SMILES: C([O:3][C:4](=[O:31])[CH2:5][O:6][C:7]1[CH:12]=[CH:11][C:10]([C@@H:13]2[CH2:17][CH2:16][C@H:15]([NH:18][C@@H:19]([C:21]3[C:30]4[C:25](=[CH:26][CH:27]=[CH:28][CH:29]=4)[CH:24]=[CH:23][CH:22]=3)[CH3:20])[CH2:14]2)=[CH:9][CH:8]=1)C.CO.[Li+].[OH-]>O>[C:21]1([C@H:19]([NH:18][C@H:15]2[CH2:16][CH2:17][C@@H:13]([C:10]3[CH:9]=[CH:8][C:7]([O:6][CH2:5][C:4]([OH:31])=[O:3])=[CH:12][CH:11]=3)[CH2:14]2)[CH3:20])[C:30]2[C:25](=[CH:26][CH:27]=[CH:28][CH:29]=2)[CH:24]=[CH:23][CH:22]=1 |f:2.3|. Procedure: {4-[(1R,3S)-3-((R)-1-naphthalen-1-yl-ethylamino)-cyclopentyl]-phenoxy}-acetic acid ethyl ester (0.214 g, 0.51 mmol) was added to a mixture of methanol (2.35 ml) and water (0.78 ml). To the milk-white mixture was added aqueous 2N LiOH (2.05 ml, 4.1 mmol). After stirring for about 10 minutes at room temperature the reaction mixture changed into a clear light yellow solution. The solution was stirred overnight at room temperature. After 20 hours the solution was concentrated slightly in vacuo and f... Starting materials: C1(=CC=CC=C1)C (toluene), aqueous solution, C([O-])([O-])=O.[Na+].[Na+] (sodium carbonate), BrC1=CC=C(C=C1)C=1C2=CC=CC=C2C(=C2C=CC=CC12)C1=CC=CC=C1 (9-(4-bromophenyl)-10-phenylanthracene), C1=CC=CC=2C=C(C3=C(C4=C(O3)C=CC=C4)C12)B(O)O (benzo[b]naphtho[1,2-d]furan-6-boronic acid). Reagents/catalysts: C=1C=CC(=CC1)[P](C=2C=CC=CC2)(C=3C=CC=CC3)[Pd]([P](C=4C=CC=CC4)(C=5C=CC=CC5)C=6C=CC=CC6)([P](C=7C=CC=CC7)(C=8C=CC=CC8)C=9C=CC=CC9)[P](C=1C=CC=CC1)(C=1C=CC=CC1)C=1C=CC=CC1 (tetrakis(triphenylphosphine)palladium(0)). The solvent is C(C)O (ethanol). The product is C1(=CC=CC=C1)C1=C2C=CC=CC2=C(C2=CC=CC=C12)C1=CC=C(C=C1)C1=CC=2C=CC=CC2C=2C3=C(OC21)C=CC=C3 (6-[4-(10-phenyl-9-anthryl)phenyl]-benzo[b]naphtho[1,2-d]furan). The yield is 31.0%. RXN SMILES: Br[C:2]1[CH:7]=[CH:6][C:5]([C:8]2[C:9]3[C:14](C(C4C=CC=CC=4)=[C:16]4[C:21]=2[CH:20]=[CH:19][CH:18]=[CH:17]4)=[CH:13][CH:12]=[CH:11][CH:10]=3)=[CH:4][CH:3]=1.[CH:28]1[C:44]2[C:36]3[C:37]4[CH:43]=[CH:42][CH:41]=[CH:40][C:38]=4[O:39][C:35]=3[C:34](B(O)O)=[CH:33][C:32]=2[CH:31]=[CH:30][CH:29]=1.[C:48]1([CH3:54])[CH:53]=[CH:52][CH:51]=[CH:50][CH:49]=1.C(=O)([O-])[O-].[Na+].[Na+]>C1C=CC([P]([Pd]([P](C2C=CC=CC=2)(C2C=CC=CC=2)C2C=CC=CC=2)([P](C2C=CC=CC=2)(C2C=CC=CC=2)C2C=CC=CC=2)[P](C2C=CC=CC=2)(C2C=CC=CC=2)C2C=CC=CC=2)(C2C=CC=CC=2)C2C=CC=CC=2)=CC=1.C(O)C>[C:48]1([C:54]2[C:16]3[C:21](=[CH:20][CH:19]=[CH:18][CH:17]=3)[C:8]([C:9]3[CH:14]=[CH:13][C:12]([C:34]4[C:35]5[O:39][C:38]6[CH:40]=[CH:41][CH:42]=[CH:43][C:37]=6[C:36]=5[C:44]5[CH:28]=[CH:29][CH:30]=[CH:31][C:32]=5[CH:33]=4)=[CH:11][CH:10]=3)=[C:5]3[C:6]=2[CH:7]=[CH:2][CH:3]=[CH:4]3)[CH:53]=[CH:52][CH:51]=[CH:50][CH:49]=1 |f:3.4.5,^1:64,66,85,104|. Procedure: Into a 100 mL three-neck flask were placed 1.8 g (4.5 mmol) of 9-(4-bromophenyl)-10-phenylanthracene and 1.2 g (4.5 mmol) of benzo[b]naphtho[1,2-d]furan-6-boronic acid synthesized in Step 1 of Example 1, and the air in the flask was replaced with nitrogen. To this mixture were added 15 mL of toluene, 7.0 mL of ethanol, and 5.0 mL of an aqueous solution of sodium carbonate (2.0 mol/L). While the pressure was reduced, this mixture was stirred to be degassed. To this mixture was added 0.26 g (0.22 ... Starting materials: CCOC(=O)Cn1c(=O)sc2cc(F)c([N+](=O)[O-])cc21, CC(=O)O, CCOC(C)=O, [Fe]. Yields the product CCOC(=O)Cn1c(=O)sc2cc(F)c(N)cc21. As a reaction SMILES: [CH2:1]([CH3:2])[O:3][C:4](=[O:5])[CH2:6][n:7]1[c:8](=[O:20])[s:9][c:10]2[c:11]1[cH:12][c:13]([N+:17]([O-:18])=[O:19])[c:14]([F:16])[cH:15]2.[CH3:21][C:22](=[O:23])[OH:24].[CH3:25][CH2:26][O:27][C:28](=[O:29])[CH3:30].[Fe:31]>>[CH2:1]([CH3:2])[O:3][C:4](=[O:5])[CH2:6][n:7]1[c:8](=[O:20])[s:9][c:10]2[c:11]1[cH:12][c:13]([NH2:17])[c:14]([F:16])[cH:15]2. Starting materials: COCOC1=CC=C2CC(COC2=C1)(C)C1=CC=C(C=C1)OCOC (7-methoxymethoxy-3-(4-(methoxymethoxy)phenyl)-3-methylchroman), O1CCCC1 (tetrahydrofuran), [F-].C(CCC)[N+](CCCC)(CCCC)CCCC (tetrabutylammonium fluoride). Run at temperature 0 celsius, time 6 hour. The product is OCCCCC1C(COC2=CC(=CC=C12)OCOC)(C)C1=CC=C(C=C1)OCOC ((3RS,4RS)-4-(4-hydroxybutyl)-7-methoxymethoxy-3-(4-methoxymethoxyphenyl)-3-methylchroman). Yield: 92.4%. RXN SMILES: [CH3:1][O:2][CH2:3][O:4][C:5]1[CH:14]=[C:13]2[C:8]([CH2:9][C:10]([C:16]3[CH:21]=[CH:20][C:19]([O:22][CH2:23][O:24][CH3:25])=[CH:18][CH:17]=3)([CH3:15])[CH2:11][O:12]2)=[CH:7][CH:6]=1.[F-].C([N+](CCCC)(CCCC)CCCC)CCC.[O:44]1[CH2:48][CH2:47][CH2:46][CH2:45]1>>[OH:44][CH2:45][CH2:46][CH2:47][CH2:48][CH:9]1[C:8]2[C:13](=[CH:14][C:5]([O:4][CH2:3][O:2][CH3:1])=[CH:6][CH:7]=2)[O:12][CH2:11][C:10]1([C:16]1[CH:17]=[CH:18][C:19]([O:22][CH2:23][O:24][CH3:25])=[CH:20][CH:21]=1)[CH3:15] |f:1.2|. Procedure details: (3RS,4RS)-4-[4-(t-butyl dimethylsilyloxy)-1-butyl 3-(7-methoxymethoxy-3-(4-(methoxymethoxy)phenyl)-3-methylchroman (680 mg, 1.28 mmol) was dissolved in tetrahydrofuran (10 ml), and cooled to 0° C. To this solution was added tetrabutylammonium fluoride (2.6 ml, 2.56 mmol), and the reaction mixture was stirred at room temperature for 6 hours The solvent was removed by evaporation under vacuum, and the residue was dissolved in ethyl acetate, which was washed with water. The organic layer was separa...